From a dataset of the Open Reaction Database (ORD), a public repository of structured organic reaction records. describe an organic reaction: reactants, conditions, products, and yield The reactants are C(C1=CC=CC=C1)C(C(=O)O)CC1=CC=CC=C1 (dibenzylacetic acid), N[C@H](C(=O)N[C@H]([C@H](C[C@H](C=C)C(C)C)O)CC1CCCCC1)CC=1N=CNC1 ((S)-α-amino-N-[(1S,2S,4S)-1-(cyclohexylmethyl)-2 -hydroxy-4-isopropyl-5-hexenyl]-imidazole-4-propionamide), C(C)N1CCOCC1 (4-ethylmorpholine), C=1C=CC2=C(C1)N=NN2O (HOBT), C1CCC(CC1)N=C=NC2CCCCC2 (DCC). Run in CN(C=O)C (dimethylformamide). The product is C1(CCCCC1)C[C@@H]([C@H](C[C@H](C=C)C(C)C)O)NC([C@H](CC=1N=CNC1)NC(C(CC1=CC=CC=C1)CC1=CC=CC=C1)=O)=O ((S)-N-[(1S,2S,4S)-1-(cyclohexylmethyl)-2 -hydroxy-4-isopropyl-5-hexenyl]-α-(2,2-dibenzylacetamido)imidazole-4-propionamide). The yield is 42.6%. Reaction SMILES: [CH2:1]([CH:8]([CH2:12][C:13]1[CH:18]=[CH:17][CH:16]=[CH:15][CH:14]=1)[C:9]([OH:11])=O)[C:2]1[CH:7]=[CH:6][CH:5]=[CH:4][CH:3]=1.[NH2:19][C@@H:20]([CH2:41][C:42]1[N:43]=[CH:44][NH:45][CH:46]=1)[C:21]([NH:23][C@@H:24]([CH2:34][CH:35]1[CH2:40][CH2:39][CH2:38][CH2:37][CH2:36]1)[C@@H:25]([OH:33])[CH2:26][C@@H:27]([CH:30]([CH3:32])[CH3:31])[CH:28]=[CH2:29])=[O:22].C(N1CCOCC1)C.C1C=CC2N(O)N=NC=2C=1.C1CCC(N=C=NC2CCCCC2)CC1>CN(C)C=O>[CH:35]1([CH2:34][C@H:24]([NH:23][C:21](=[O:22])[C@@H:20]([NH:19][C:9](=[O:11])[CH:8]([CH2:1][C:2]2[CH:3]=[CH:4][CH:5]=[CH:6][CH:7]=2)[CH2:12][C:13]2[CH:18]=[CH:17][CH:16]=[CH:15][CH:14]=2)[CH2:41][C:42]2[N:43]=[CH:44][NH:45][CH:46]=2)[C@@H:25]([OH:33])[CH2:26][C@@H:27]([CH:30]([CH3:32])[CH3:31])[CH:28]=[CH2:29])[CH2:36][CH2:37][CH2:38][CH2:39][CH2:40]1. Procedure details: A mixture of 83 mg (0.345 mmol) of dibenzylacetic acid, 90 mg (0.23 mmol) of (S)-α-amino-N-[(1S,2S,4S)-1-(cyclohexylmethyl)-2 -hydroxy-4-isopropyl-5-hexenyl]-imidazole-4-propionamide. 0.045 ml (0.345 mmol) of 4-ethylmorpholine, 93 mg (0.69 mmol) of HOBT and 85 mg (0.41 mmol) of DCC in 15 ml of dimethylformamide was stirred at room temperature overnight. Thereafter, the separated precipitate was filtered off and the filtrate was evaporated to dryness. The residue was then dissolved in ethyl aceta... Reactants: CN(C)C=O (DMF), BrC=1C=C(C2=C(C(CO2)(C)C)C1)C (5-bromo-3,3,7-trimethyl-2,3-dihydro-1-benzofuran), C1CCOC1 (THF), [Li]CCCC (n-BuLi). Solvent: CCOC(=O)C (EtOAc). Reaction conditions: temperature -78 celsius, time 10 minute. Yields the product CC1(COC2=C1C=C(C=C2C)C=O)C (3,3,7-trimethyl-2,3-dihydro-1-benzofuran-5-carbaldehyde). As a reaction SMILES: Br[C:2]1[CH:3]=[C:4]([CH3:13])[C:5]2[O:9][CH2:8][C:7]([CH3:11])([CH3:10])[C:6]=2[CH:12]=1.C1C[O:17][CH2:16]C1.[Li]CCCC.CN(C=O)C>CCOC(C)=O>[CH3:10][C:7]1([CH3:11])[C:6]2[CH:12]=[C:2]([CH:16]=[O:17])[CH:3]=[C:4]([CH3:13])[C:5]=2[O:9][CH2:8]1. Procedure details: To a nitrogen flushed 50 mL round bottom flask were added 5-bromo-3,3,7-trimethyl-2,3-dihydro-1-benzofuran (0.11 g, 0.46 mmol) and THF (3 mL). A solution of n-BuLi (0.20 mL, 2.5 M solution in hexanes) was added via a syringe at −78° C. The reaction mixture was stirred at −78° C. for 10 minutes, then DMF (0.053 mL, 0.68 mmol) was added. The reaction mixture was allowed to warm to room temperature. EtOAc (20 mL) and wet silica gel (5 g silica gel/0.5 mL of water) were added. The resulting mixture ...